This data is from the Open Reaction Database (ORD), a public repository of structured organic reaction records. The task is: describe an organic reaction: reactants, conditions, products, and yield Starting materials: Cl (hydrochloric acid), C1=CC=CC=2C3=CC=CC=C3C(C12)COC(NC1=CC=C(C=C1)SC1=C(C=C(C=C1)C(NC=1SC(=CN1)C(C)(C)C)=O)NC=1C2=C(N=CN1)N=C(C=C2)C(C)C)=O ({4-[4-(5-tert-Butyl-thiazol-2-ylcarbamoyl)-2-(7-isopropyl-pyrido[2,3-d]pyrimidin-4-ylamino)-phenylsulfanyl]-phenyl}-carbamic acid 9H-fluoren-9-ylmethyl ester), O.[OH-].[Li+] (lithium hydroxide monohydrate). Solvent: C(C)(=O)OCC (ethyl acetate), O (water), O1CCOCC1 (1,4-dioxane), O (water). Reaction conditions: temperature 65 celsius. The product is NC1=CC=C(C=C1)SC1=C(C=C(C(=O)NC=2SC(=CN2)C(C)(C)C)C=C1)NC=1C2=C(N=CN1)N=C(C=C2)C(C)C (4-(4-Amino-phenylsulfanyl)-N-(5-tert-butyl-thiazol-2-yl)-3-(7-isopropyl-pyrido[2,3-d]pyrimidin-4-ylamino)-benzamide). Yield: 65.3%. RXN SMILES: C1C2C(COC(=O)[NH:17][C:18]3[CH:23]=[CH:22][C:21]([S:24][C:25]4[CH:30]=[CH:29][C:28]([C:31](=[O:42])[NH:32][C:33]5[S:34][C:35]([C:38]([CH3:41])([CH3:40])[CH3:39])=[CH:36][N:37]=5)=[CH:27][C:26]=4[NH:43][C:44]4[C:45]5[CH:53]=[CH:52][C:51]([CH:54]([CH3:56])[CH3:55])=[N:50][C:46]=5[N:47]=[CH:48][N:49]=4)=[CH:20][CH:19]=3)C3C(=CC=CC=3)C=2C=CC=1.O.[OH-].[Li+].Cl>O1CCOCC1.O.C(OCC)(=O)C>[NH2:17][C:18]1[CH:23]=[CH:22][C:21]([S:24][C:25]2[CH:30]=[CH:29][C:28]([C:31]([NH:32][C:33]3[S:34][C:35]([C:38]([CH3:39])([CH3:40])[CH3:41])=[CH:36][N:37]=3)=[O:42])=[CH:27][C:26]=2[NH:43][C:44]2[C:45]3[CH:53]=[CH:52][C:51]([CH:54]([CH3:56])[CH3:55])=[N:50][C:46]=3[N:47]=[CH:48][N:49]=2)=[CH:20][CH:19]=1 |f:1.2.3|. Reported procedure: A solution of the product of Example 161E (123.4 mg, 0.1558 mmol) in 1,4-dioxane (4 mL) was treated with a solution of lithium hydroxide monohydrate (13 mg, 0.3 116 mmol) in water (2 mL) at ambient temperature, then heated at 65° C. for 1 hour. The reaction was cooled to room temperature, diluted with ethyl acetate (100 mL) and water (30 mL), adjusted the aqueous pH to 6 with 1N aqueous hydrochloric acid, and separated the layers. The organic phase was washed with water (2×25 mL) and brine (25 m...